From a dataset of the Open Reaction Database (ORD), a public repository of structured organic reaction records. describe an organic reaction: reactants, conditions, products, and yield The reactants are C(C)C1=CC=C(N)C=C1 (4-Ethylaniline), O=CC(=O)OCC (ethyl oxoacetate), C([O-])([O-])=O.[K+].[K+] (Potassium carbonate), CC1=CC=C(C=C1)S(=O)(=O)C[N+]#[C-] (isocyanomethyl 4-methylphenyl sulfone). Solvent: C(C)O (ethanol). Reaction conditions: time 3 hour. The product is C(C)C1=CC=C(C=C1)N1C=NC=C1C(=O)OCC (ethyl 1-(4-ethylphenyl)-1H-imidazole-5-carboxylate). RXN SMILES: [CH2:1]([C:3]1[CH:9]=[CH:8][C:6]([NH2:7])=[CH:5][CH:4]=1)[CH3:2].O=[CH:11][C:12]([O:14][CH2:15][CH3:16])=[O:13].C(=O)([O-])[O-].[K+].[K+].CC1C=CC(S([CH2:33][N+:34]#[C-:35])(=O)=O)=CC=1>C(O)C>[CH2:1]([C:3]1[CH:9]=[CH:8][C:6]([N:7]2[C:11]([C:12]([O:14][CH2:15][CH3:16])=[O:13])=[CH:35][N:34]=[CH:33]2)=[CH:5][CH:4]=1)[CH3:2] |f:2.3.4|. Procedure: 4-Ethylaniline (2.08 mL, 16.6 mmol) and ethyl oxoacetate (50% solution in toluene, 3.30 mL, 16.6 mmol) were combined in ethanol (40 mL) and stirred at room temperature for 3 hours. Potassium carbonate (5.75 g, 41.6 mmol) and isocyanomethyl 4-methylphenyl sulfone (98%, 3.98 g, 20.0 mmol) were added and the reaction mixture was heated to reflux for 3 hours. After cooling to room temperature, the reaction mixture was filtered through Celite. The filtrate was concentrated in vacuo, dissolved in ethy...